From a dataset of the Open Reaction Database (ORD), a public repository of structured organic reaction records. describe an organic reaction: reactants, conditions, products, and yield Starting materials: CO, [N-]=[N+]=NC1CC(CF)(CF)Oc2ccc(F)cc21. The product is NC1CC(CF)(CF)Oc2ccc(F)cc21. As a reaction SMILES: [CH3:19][OH:20].[N:1](=[N+:2]=[N-:3])[CH:4]1[CH2:5][C:6]([CH2:15][F:16])([CH2:17][F:18])[O:7][c:8]2[cH:9][cH:10][c:11]([F:14])[cH:12][c:13]21>>[NH2:1][CH:4]1[CH2:5][C:6]([CH2:15][F:16])([CH2:17][F:18])[O:7][c:8]2[cH:9][cH:10][c:11]([F:14])[cH:12][c:13]21. The reactants are BrC1=CC=CC(=N1)C1=NC=CC=C1 (6-bromo-2,2'-bipyridine), butyllithium-in-hexane, Cl (hydrochloric acid), CN(C=O)C (dimethylformamide), C([O-])(O)=O.[Na+] (sodium bicarbonate). Solvent: C(C)OCC (diethyl ether), C(C)OCC (diethyl ether), C(C)OCC (diethyl ether). Reaction conditions: time 30 minute. Product: C(=O)C1=CC=CC(=N1)C1=NC=CC=C1 (6-Formyl-2,2'-bipyridine). The yield is 96.0%. RXN SMILES: Br[C:2]1[N:7]=[C:6]([C:8]2[CH:13]=[CH:12][CH:11]=[CH:10][N:9]=2)[CH:5]=[CH:4][CH:3]=1.CN(C)[CH:16]=[O:17].Cl.C(=O)(O)[O-].[Na+]>C(OCC)C>[CH:16]([C:2]1[N:7]=[C:6]([C:8]2[CH:13]=[CH:12][CH:11]=[CH:10][N:9]=2)[CH:5]=[CH:4][CH:3]=1)=[O:17] |f:3.4|. Procedure details: A solution of 7.05 g (30 mmol) of 6-bromo-2,2'-bipyridine in 50 ml of diethyl ether is added to a solution of 19.4 ml (31 mmol) of 1.6M butyllithium-in-hexane solution in 100 ml of diethyl ether at -80° C. under a nitrogen atmosphere. After the addition is complete, stirring is carried out for a further 30 minutes at this temperature, after which a solution of 4.39 g (60 mmol) of dimethylformamide in 30 ml of diethyl ether is added at from -80° to -90° C. After further stirring at this temperatu... Starting materials: BrCCC12CC3(CC(CC(C1)C3)(C2)C)C (1-(2-Bromoethyl)-3,5-dimethyl Adamantane), sodium bis(2-methoxy-ethoxy)dihydro aluminate. The solvent is C1(=CC=CC=C1)C (toluene). Conditions: time 3 hour. The product is CC12CC3(CC(CC(C1)C3)(C2)CC)C (1,3-Dimethyl-5-ethyl Adamantane). The yield is 86.0%. As a reaction SMILES: Br[CH2:2][CH2:3][C:4]12[CH2:13][C:8]3([CH3:14])[CH2:9][CH:10]([CH2:12][C:6]([CH3:15])([CH2:7]3)[CH2:5]1)[CH2:11]2>C1(C)C=CC=CC=1>[CH3:14][C:8]12[CH2:13][C:4]3([CH2:3][CH3:2])[CH2:11][CH:10]([CH2:12][C:6]([CH3:15])([CH2:5]3)[CH2:7]1)[CH2:9]2. Procedure details: Dissolve 0.5 mol of 1-(2-bromoethyl)-3,5-dimethyl adamantane (II) in toluene, mix with 0.55 mol of sodium-bis(2-methoxy-ethoxy)dihydro aluminate, and heat to boiling for 3 hrs. After hydrolysis, separate the organic phase, dry with magnesium sulfate, and evaporate to dryness under vacuum. Purify the residue by vacuum distillation. (Yield: 86%).